From a dataset of the Open Reaction Database (ORD), a public repository of structured organic reaction records. describe an organic reaction: reactants, conditions, products, and yield Reactants: Cl, O=C(O)CCC(F)(F)F, NC1CCC(CCN2CCC(c3cccc4c3OCO4)CC2)CC1. Product: O=C(CCC(F)(F)F)NC1CCC(CCN2CCC(c3cccc4c3OCO4)CC2)CC1. As a reaction SMILES: [ClH:1].[F:26][C:27]([CH2:28][CH2:29][C:30](=[O:31])[OH:32])([F:33])[F:34].[O:2]1[CH2:3][O:4][c:5]2[c:6]1[cH:7][cH:8][cH:9][c:10]2[CH:11]1[CH2:12][CH2:13][N:14]([CH2:17][CH2:18][CH:19]2[CH2:20][CH2:21][CH:22]([NH2:25])[CH2:23][CH2:24]2)[CH2:15][CH2:16]1>>[O:2]1[CH2:3][O:4][c:5]2[c:6]1[cH:7][cH:8][cH:9][c:10]2[CH:11]1[CH2:12][CH2:13][N:14]([CH2:17][CH2:18][CH:19]2[CH2:20][CH2:21][CH:22]([NH:25][C:30]([CH2:29][CH2:28][C:27]([F:26])([F:33])[F:34])=[O:31])[CH2:23][CH2:24]2)[CH2:15][CH2:16]1.